Dataset: the Open Reaction Database (ORD), a public repository of structured organic reaction records. Task: describe an organic reaction: reactants, conditions, products, and yield Starting materials: C(#N)[BH3-].[Na+] (Sodium cyanoborohydride), CN1N=C(C(=C1C)C1=CC=C2CCC(C2=C1)=O)C (6-(1,3,5-Trimethyl-1H-pyrazol-4-yl)-indan-1-one), CNC (dimethyl-amine), C(C)(=O)O (acetic acid). Run in CO (MeOH). Conditions: temperature 120 celsius. Yields the product CN(C1CCC2=CC=C(C=C12)C=1C(=NN(C1C)C)C)C (dimethyl-[6-(1,3,5-trimethyl-1H-pyrazol-4-yl)-indan-1-yl]-amine). Reaction SMILES: [CH3:1][N:2]1[C:6]([CH3:7])=[C:5]([C:8]2[CH:16]=[C:15]3[C:11]([CH2:12][CH2:13][C:14]3=O)=[CH:10][CH:9]=2)[C:4]([CH3:18])=[N:3]1.[CH3:19][NH:20][CH3:21].C(O)(=O)C.C([BH3-])#N.[Na+]>CO>[CH3:19][N:20]([CH3:21])[CH:14]1[C:15]2[C:11](=[CH:10][CH:9]=[C:8]([C:5]3[C:4]([CH3:18])=[N:3][N:2]([CH3:1])[C:6]=3[CH3:7])[CH:16]=2)[CH2:12][CH2:13]1 |f:3.4|. Procedure details: (Method 1): 6-(1,3,5-Trimethyl-1H-pyrazol-4-yl)-indan-1-one (0.20 mmol), dimethyl-amine (2.31 mmol) and acetic acid (0.020 mmol) were mixed in 3 ml of MeOH in a process vial, which was sealed with a septum. Sodium cyanoborohydride (0.47 mmol) was added under argon atmosphere. The suspension was subjected to microwave irradiating conditions (CEM Discover® equipped with a CEM Explorer® automated reaction handling module). The reaction mixture was heated for 1 h at 120° C. and then cooled. The crud... The reactants are O=C(O)Cc1ccc(Br)cc1, O=C(Cl)C(=O)Cl, CN(C)C=O, c1ccncc1. Yields the product O=C(Cl)Cc1ccc(Br)cc1. Reaction SMILES: [Br:1][c:2]1[cH:3][cH:4][c:5]([CH2:8][C:9](=[O:10])[OH:11])[cH:6][cH:7]1.[Cl:18][C:19]([C:20]([Cl:21])=[O:22])=[O:23].[O:24]=[CH:25][N:26]([CH3:27])[CH3:28].[cH:12]1[cH:13][cH:14][n:15][cH:16][cH:17]1>>[Br:1][c:2]1[cH:3][cH:4][c:5]([CH2:8][C:9](=[O:11])[Cl:18])[cH:6][cH:7]1. Yields the product O=C(O)COc1ccc(SCc2ccc(OCc3ccc(C(F)(F)F)cc3)cc2)c2c1CCCO2. Starting materials: [Br-], CC#N, COC(=O)COc1ccc(SCc2ccc(OCc3ccc(C(F)(F)F)cc3)cc2)c2c1CCCO2, O=C(O)C(F)(F)F, [K+], O. As a reaction SMILES: [Br-:44].[C:47](#[N:48])[CH3:49].[CH3:1][O:2][C:3]([CH2:4][O:5][c:6]1[c:7]2[c:12]([c:13]([S:16][CH2:17][c:18]3[cH:19][cH:20][c:21]([O:24][CH2:25][c:26]4[cH:27][cH:28][c:29]([C:32]([F:33])([F:34])[F:35])[cH:30][cH:31]4)[cH:22][cH:23]3)[cH:14][cH:15]1)[O:11][CH2:10][CH2:9][CH2:8]2)=[O:36].[F:37][C:38]([F:39])([F:40])[C:41]([OH:42])=[O:43].[K+:45].[OH2:46]>>[O:2]=[C:3]([CH2:4][O:5][c:6]1[c:7]2[c:12]([c:13]([S:16][CH2:17][c:18]3[cH:19][cH:20][c:21]([O:24][CH2:25][c:26]4[cH:27][cH:28][c:29]([C:32]([F:33])([F:34])[F:35])[cH:30][cH:31]4)[cH:22][cH:23]3)[cH:14][cH:15]1)[O:11][CH2:10][CH2:9][CH2:8]2)[OH:36]. Run at time 30 minute. The solvent is CO (methanol). Yields the product C(#N)C1=C(C=C(C=C1)N1C(N(C2(C1=O)CCSCC2)CCCC(=O)O)=O)C(F)(F)F (3-(4-cyano-3-(trifluoromethyl)-phenyl)-2,4-dioxo-8-thia-1,3-diazaspiro[4.5]decane-1-butanoic acid). The reactants are C(#N)C1=C(C=C(C=C1)N1C(N(C2(C1=O)CCSCC2)CCCC(=O)OCC)=O)C(F)(F)F (Ethyl 3-(4-cyano-3-(trifluoromethyl)-phenyl)-2,4-dioxo-8-thia-1,3-diazaspiro[4.5]-decan-1-butanoate), [OH-].[Na+] (sodium hydroxide), Cl (hydrochloric acid). RXN SMILES: [C:1]([C:3]1[CH:8]=[CH:7][C:6]([N:9]2[C:13](=[O:14])[C:12]3([CH2:19][CH2:18][S:17][CH2:16][CH2:15]3)[N:11]([CH2:20][CH2:21][CH2:22][C:23]([O:25]CC)=[O:24])[C:10]2=[O:28])=[CH:5][C:4]=1[C:29]([F:32])([F:31])[F:30])#[N:2].[OH-].[Na+].Cl>CO>[C:1]([C:3]1[CH:8]=[CH:7][C:6]([N:9]2[C:13](=[O:14])[C:12]3([CH2:19][CH2:18][S:17][CH2:16][CH2:15]3)[N:11]([CH2:20][CH2:21][CH2:22][C:23]([OH:25])=[O:24])[C:10]2=[O:28])=[CH:5][C:4]=1[C:29]([F:30])([F:32])[F:31])#[N:2] |f:1.2|. Yield: 83.6%. Reported procedure: Using the procedure of Example 7, 440 mg of the product of Example 18, 20 ml of methanol and 2 ml of 2N sodium hydroxide were reacted and the mixture was stirred for 3 hours and 30 minutes at ambient temperature. 3 ml of 2N hydrochloric acid were added and purification was carried out on silica with methylene chloride-methanol: 95-5 as eluant to obtain 346 mg of the expected product (white crystals) melting at 197°-198° C. The reactants are ClC1=NC2=CC=C(C=C2C=C1)Cl (2,6-dichloroquinoline), CC1=CC=C(O1)CN (5-methyl-2-furanmethanamine), C(C1=CC=CC=C1)N (benzylamine). Yields the product C(C1=CC=CC=C1)NC=1C=C2C=CC(=NC2=CC1)NCC=1OC(=CC1)C (N6-Benzyl-N2-(5-methyl-furan-2-ylmethyl)-quinoline-2,6-diamine). Reaction SMILES: Cl[C:2]1[CH:11]=[CH:10][C:9]2[C:4](=[CH:5][CH:6]=[C:7](Cl)[CH:8]=2)[N:3]=1.[CH3:13][C:14]1[O:18][C:17]([CH2:19][NH2:20])=[CH:16][CH:15]=1.[CH2:21]([NH2:28])[C:22]1[CH:27]=[CH:26][CH:25]=[CH:24][CH:23]=1>>[CH2:21]([NH:28][C:7]1[CH:8]=[C:9]2[C:4](=[CH:5][CH:6]=1)[N:3]=[C:2]([NH:20][CH2:19][C:17]1[O:18][C:14]([CH3:13])=[CH:15][CH:16]=1)[CH:11]=[CH:10]2)[C:22]1[CH:27]=[CH:26][CH:25]=[CH:24][CH:23]=1. Reported procedure: The title compound, MS: m/e=344.1 (M+H+), was prepared in accordance with the general method of example 1 from 2,6-dichloroquinoline, 5-methyl-2-furanmethanamine and benzylamine.